From a dataset of the Open Reaction Database (ORD), a public repository of structured organic reaction records. describe an organic reaction: reactants, conditions, products, and yield Reactants: [Cl-].[Na+] (sodium chloride), C(C1=CC=CC=C1)N(CCNC(CC1=CC=CC=C1)=O)CC(=O)C1=CC(=C(C=C1)OC(C(C)(C)C)=O)OC(C(C)(C)C)=O (2-{N-benzyl-N-[2-(2-phenylacetamido)ethyl]amino}-3',4'-bis(pivaloyloxy)acetophenone), CO (methanol), [BH4-].[Na+] (sodium borohydride). Run in CC(C)O (2-propanol). Conditions: temperature -10 celsius. Yields the product C(C(C)(C)C)(=O)OC=1C=C(C=CC1OC(C(C)(C)C)=O)C(CN(CC1=CC=CC=C1)CCNC(CC1=CC=CC=C1)=O)O (1-[3,4-bis(pivaloyloxy)phenyl]-2-[2-(2-phenylacetamido)-N-benzyl-ethylamino]ethanol). Isolated yield 82.2%. Reaction SMILES: [CH2:1]([N:8]([CH2:21][C:22]([C:24]1[CH:29]=[CH:28][C:27]([O:30][C:31](=[O:36])[C:32]([CH3:35])([CH3:34])[CH3:33])=[C:26]([O:37][C:38](=[O:43])[C:39]([CH3:42])([CH3:41])[CH3:40])[CH:25]=1)=[O:23])[CH2:9][CH2:10][NH:11][C:12](=[O:20])[CH2:13][C:14]1[CH:19]=[CH:18][CH:17]=[CH:16][CH:15]=1)[C:2]1[CH:7]=[CH:6][CH:5]=[CH:4][CH:3]=1.[BH4-].[Na+].CO.[Cl-].[Na+]>CC(O)C>[C:38]([O:37][C:26]1[CH:25]=[C:24]([CH:22]([OH:23])[CH2:21][N:8]([CH2:9][CH2:10][NH:11][C:12](=[O:20])[CH2:13][C:14]2[CH:19]=[CH:18][CH:17]=[CH:16][CH:15]=2)[CH2:1][C:2]2[CH:7]=[CH:6][CH:5]=[CH:4][CH:3]=2)[CH:29]=[CH:28][C:27]=1[O:30][C:31](=[O:36])[C:32]([CH3:34])([CH3:35])[CH3:33])(=[O:43])[C:39]([CH3:40])([CH3:41])[CH3:42] |f:1.2,4.5|. Procedure details: A suspension of 2-{N-benzyl-N-[2-(2-phenylacetamido)ethyl]amino}-3',4'-bis(pivaloyloxy)acetophenone (2.0 g.) in 2-propanol (20 ml.) was cooled to -10° C. and sodium borohydride (0.34 g.) added in two portions interspersed by a portion of methanol (4 ml.). After 30 minutes at -10° C. a saturated aqueous solution (150 ml.) of sodium chloride (brine) was added and the mixture was extracted with ether (3×80 ml.). Evaporation of the dried (MgSO4) ethereal extracts gave 1-[3,4-bis(pivaloyloxy)phenyl]-... The reactants are IC (iodomethane), [Li+].C[Si](C)(C)[N-][Si](C)(C)C (LHMDS), C(C)(C)(C)OC(=O)N1CC2(C(CNC2=O)C=2C=NC=CC2)CCC1 (1-oxo-4-pyridin-3-yl-2,7-diaza-spiro[4.5]decane-7-carboxylic acid tert-butyl ester), IC (iodomethane), [Li+].C[Si](C)(C)[N-][Si](C)(C)C (LHMDS). Run in C1CCOC1 (THF), C1CCOC1 (THF), C1CCOC1 (THF), C1CCOC1 (THF), C1CCOC1 (THF). Reaction conditions: temperature -60 celsius, time 1 hour. Product: C(C)(C)(C)OC(=O)N1CC2(C(CN(C2=O)C)C=2C=NC=CC2)CCC1 (2-Methyl-1-oxo-4-pyridin-3-yl-2,7-diaza-spiro[4.5]decane-7-carboxylic acid tert-butyl ester). As a reaction SMILES: [C:1]([O:5][C:6]([N:8]1[CH2:24][CH2:23][CH2:22][C:10]2([C:14](=[O:15])[NH:13][CH2:12][CH:11]2[C:16]2[CH:17]=[N:18][CH:19]=[CH:20][CH:21]=2)[CH2:9]1)=[O:7])([CH3:4])([CH3:3])[CH3:2].[Li+].[CH3:26][Si]([N-][Si](C)(C)C)(C)C.IC>C1COCC1>[C:1]([O:5][C:6]([N:8]1[CH2:24][CH2:23][CH2:22][C:10]2([C:14](=[O:15])[N:13]([CH3:26])[CH2:12][CH:11]2[C:16]2[CH:17]=[N:18][CH:19]=[CH:20][CH:21]=2)[CH2:9]1)=[O:7])([CH3:4])([CH3:2])[CH3:3] |f:1.2|. Procedure details: To a cooled (−60° C.) solution of 1-oxo-4-pyridin-3-yl-2,7-diaza-spiro[4.5]decane-7-carboxylic acid tert-butyl ester (diastereomer 1) (343 mg, 1.03 mmol) in THF (7 ml) was added dropwise 1M LHMDS in THF (1.34 ml, 1.34 mmol). After stirring for 1 h at −60° C., iodomethane (0.084 ml, 1.34 mmol) in THF (1 ml) was added. The cooling bath was removed and the reaction mixture was allowed to warm to RT and stirred for 3 h. A further portion of 1M LHMDS in THF (0.75 ml, 0.75 mmol) was added to the coole... Starting materials: BrC=1C=C(C=NC1)NS(=O)(=O)N(C)C (N′-(5-bromo-3-pyridinyl)-N,N-dimethylsulfamide), BrC1=CC=C2N=CC(=NC2=C1)C=1C=NN(C1)C (7-bromo-2-(1-methyl-1H-pyrazol-4-yl)quinoxaline), B1(OC(C(O1)(C)C)(C)C)B2OC(C(O2)(C)C)(C)C (bis(pinacolato)diboron), C(C)(=O)[O-].[K+] (potassium acetate), C([O-])(O)=O.[Na+] (sodium bicarbonate). Reagents/catalysts: ClCCl (dichloromethane). Run in O1CCOCC1 (1,4-dioxane), CCOCC (ether), O (water). Conditions: time 16.75 hour. The product is CN(S(=O)(=O)NC=1C=NC=C(C1)C=1C=C2N=C(C=NC2=CC1)C=1C=NN(C1)C)C (N,N-dimethyl-N′-{5-[3-(1-methyl-1H-pyrazol-4-yl)-6-quinoxalinyl]-3-pyridinyl}sulfamide). The yield is 56.5%. Reaction SMILES: Br[C:2]1[CH:11]=[C:10]2[C:5]([N:6]=[CH:7][C:8]([C:12]3[CH:13]=[N:14][N:15]([CH3:17])[CH:16]=3)=[N:9]2)=[CH:4][CH:3]=1.B1(B2OC(C)(C)C(C)(C)O2)OC(C)(C)C(C)(C)O1.C([O-])(=O)C.[K+].Br[C:42]1[CH:43]=[C:44]([NH:48][S:49]([N:52]([CH3:54])[CH3:53])(=[O:51])=[O:50])[CH:45]=[N:46][CH:47]=1.C(=O)(O)[O-].[Na+]>O1CCOCC1.O.ClCCl.CCOCC>[CH3:53][N:52]([CH3:54])[S:49]([NH:48][C:44]1[CH:45]=[N:46][CH:47]=[C:42]([C:2]2[CH:11]=[C:10]3[C:5](=[CH:4][CH:3]=2)[N:6]=[CH:7][C:8]([C:12]2[CH:13]=[N:14][N:15]([CH3:17])[CH:16]=2)=[N:9]3)[CH:43]=1)(=[O:50])=[O:51] |f:2.3,5.6|. Procedure details: In an oven dried high pressure vessel under a nitrogen atmosphere, 7-bromo-2-(1-methyl-1H-pyrazol-4-yl)quinoxaline (150 mg, 0.519 mmol), bis(pinacolato)diboron (158 mg, 0.623 mmol), potassium acetate (153 mg, 1.556 mmol), and 1,1′-bis(diphenylphosphino)ferrocene-palladium(II)dichloride dichloromethane complex (18.98 mg, 0.026 mmol) in anhydrous 1,4-dioxane (2 mL) was stirred at 100° C. in an oil bath for 1 hr. The reaction mixture was cooled to room temperature. N′-(5-bromo-3-pyridinyl)-N,N-dime...